The task is: describe an organic reaction: reactants, conditions, products, and yield. This data is from the Open Reaction Database (ORD), a public repository of structured organic reaction records. The reactants are [Na] (Sodium), C(C)O (ethanol), BrC=1C=NC=NC1 (5-bromopyrimidine). Reaction conditions: time 60 hour. Yields the product C(C)OC=1C=NC=NC1 (5-ethoxypyrimidine). The yield is 25.6%. Reaction SMILES: [Na].Br[C:3]1[CH:4]=[N:5][CH:6]=[N:7][CH:8]=1.[CH2:9]([OH:11])[CH3:10]>>[CH2:9]([O:11][C:3]1[CH:4]=[N:5][CH:6]=[N:7][CH:8]=1)[CH3:10] |^1:0|. Procedure: Sodium (2.89 g. 125.8 mmol) was dissolved in ethanol (110 mL) and 5-bromopyrimidine (10.0 g, 62.9 mmol) added. The reaction was heated at 120° in an autoclave for 17 h and then allowed to stand at 23° for 60 h. The ethanol was removed under reduced pressure and water (5 mL) added to the concentrate. The aqueous phase was extracted with CH2Cl2 (4×100 mL). The combined organic extracts were washed with saturated NaCI solution, dried with anhydrous K2CO3, filtered, and concentrated under reduced pr... The reactants are FC(F)(F)c1nnc2ccc(Cl)nn12, OC1(c2nccs2)CCNCC1. Product: OC1(c2nccs2)CCN(c2ccc3nnc(C(F)(F)F)n3n2)CC1. As a reaction SMILES: [Cl:13][c:14]1[cH:15][cH:16][c:17]2[n:18]([n:19]1)[c:20]([C:23]([F:24])([F:25])[F:26])[n:21][n:22]2.[s:1]1[c:2]([C:6]2([OH:12])[CH2:7][CH2:8][NH:9][CH2:10][CH2:11]2)[n:3][cH:4][cH:5]1>>[s:1]1[c:2]([C:6]2([OH:12])[CH2:7][CH2:8][N:9]([c:14]3[cH:15][cH:16][c:17]4[n:18]([n:19]3)[c:20]([C:23]([F:24])([F:25])[F:26])[n:21][n:22]4)[CH2:10][CH2:11]2)[n:3][cH:4][cH:5]1. Starting materials: C(C1=CC=CC=C1)N(C)C[C@@H]1N(CCN(C1)S(=O)(=O)C=1SC=CC1)C1=CC=C(C=C1)[C@@](C(F)(F)F)(C)O ((2R)-2-(4-((2S)-2-((benzyl(methyl)amino)methyl)-4-(2-thiophenylsulfonyl)-1-piperazinyl)phenyl)-1,1,1-trifluoro-2-propanol), C=1N=C(C2=C(N1)N(C=N2)[C@H]3[C@@H]([C@@H]([C@H](O3)COP(=O)(O)OP(=O)(O)OC[C@@H]4[C@H]([C@H]([C@@H](O4)N5C=CCC(=C5)C(=O)N)O)O)O)OP(=O)(O)O)N (NADPH), C(C1=CC=CC=C1)N(C)C[C@H]1N(CCN(C1)S(=O)(=O)C=1SC=CC1)C1=CC=C(C=C1)[C@](C(F)(F)F)(C)O ((2S)-2-(4-((2R)-2-((benzyl(methyl)amino)methyl)-4-(2-thiophenylsulfonyl)-1-piperazinyl)phenyl)-1,1,1-trifluoro-2-propanol), C(C1=CC=CC=C1)N(C)C[C@@H]1N(CCN(C1)S(=O)(=O)C=1SC=CC1)C1=CC=C(C=C1)[C@](C(F)(F)F)(C)O ((2S)-2-(4-((2S)-2-((benzyl(methyl)amino)methyl)-4-(2-thiophenylsulfonyl)-1-piperazinyl)phenyl)-1,1,1-trifluoro-2-propanol). Yields the product C(C1=CC=CC=C1)N(C)C[C@H]1N(CCN(C1)S(=O)(=O)C=1SC=CC1)C1=CC=C(C=C1)[C@@](C(F)(F)F)(C)O ((2R)-2-(4-((2R)-2-((benzyl(methyl)amino)methyl)-4-(2-thiophenylsulfonyl)-1-piperazinyl)phenyl)-1,1,1-trifluoro-2-propanol). RXN SMILES: [CH2:1]([N:8]([CH2:10][C@H:11]1[CH2:16][N:15]([S:17]([C:20]2[S:21][CH:22]=[CH:23][CH:24]=2)(=[O:19])=[O:18])[CH2:14][CH2:13][N:12]1[C:25]1[CH:30]=[CH:29][C:28]([C@:31]([OH:37])([CH3:36])[C:32]([F:35])([F:34])[F:33])=[CH:27][CH:26]=1)[CH3:9])[C:2]1[CH:7]=[CH:6][CH:5]=[CH:4][CH:3]=1.C(N(C[C@@H]1CN(S(C2SC=CC=2)(=O)=O)CCN1C1C=CC([C@@](O)(C)C(F)(F)F)=CC=1)C)C1C=CC=CC=1.C(N(C[C@H]1CN(S(C2SC=CC=2)(=O)=O)CCN1C1C=CC([C@@](O)(C)C(F)(F)F)=CC=1)C)C1C=CC=CC=1.C1N=C(N)C2N=CN([C@@H]3O[C@H](COP(OP(OC[C@H]4O[C@@H](N5C=C(C(N)=O)CC=C5)[C@H](O)[C@@H]4O)(O)=O)(O)=O)[C@@H](O)[C@H]3OP(O)(O)=O)C=2N=1>>[CH2:1]([N:8]([CH2:10][C@@H:11]1[CH2:16][N:15]([S:17]([C:20]2[S:21][CH:22]=[CH:23][CH:24]=2)(=[O:19])=[O:18])[CH2:14][CH2:13][N:12]1[C:25]1[CH:26]=[CH:27][C:28]([C@:31]([OH:37])([CH3:36])[C:32]([F:34])([F:33])[F:35])=[CH:29][CH:30]=1)[CH3:9])[C:2]1[CH:7]=[CH:6][CH:5]=[CH:4][CH:3]=1. Procedure: (2R)-2-(4-((2S)-2-((benzyl(methyl)amino)methyl)-4-(2-thiophenylsulfonyl)-1-piperazinyl)phenyl)-1,1,1-trifluoro-2-propanol; (2S)-2-(4-((2R)-2-((benzyl(methyl)amino)methyl)-4-(2-thiophenylsulfonyl)-1-piperazinyl)phenyl)-1,1,1-trifluoro-2-propanol; (2S)-2-(4-((2S)-2-((benzyl(methyl)amino)methyl)-4-(2-thiophenylsulfonyl)-1-piperazinyl)phenyl)-1,1,1-trifluoro-2-propanol. 1H NMR (400 MHz, CD3OD) δ 7.88-7.86 (m, 1H), 7.66-7.64 (m, 1H), 7.44-7.40 (m, 2H), 7.31-7.21 (m, 6H), 6.86-6.82 (m, 2H), 4.08-3.97 ... Yields the product CC1(C)CC(c2ccncc2[N+](=O)[O-])=CC(N2C(=O)c3ccccc3C2=O)C1. Reactants: C1CCOC1, CC1(C)CC(c2ccncc2[N+](=O)[O-])=CC(O)C1, O=C1NC(=O)c2ccccc21, c1ccc(P(c2ccccc2)c2ccccc2)cc1. As a reaction SMILES: [CH2:49]1[O:50][CH2:51][CH2:52][CH2:53]1.[CH3:1][C:2]1([CH3:18])[CH2:3][C:4]([c:9]2[c:10]([N+:15](=[O:16])[O-:17])[cH:11][n:12][cH:13][cH:14]2)=[CH:5][CH:6]([OH:8])[CH2:7]1.[O:38]=[C:39]1[NH:40][C:41](=[O:42])[c:43]2[cH:44][cH:45][cH:46][cH:47][c:48]21.[c:19]1([P:20]([c:21]2[cH:22][cH:23][cH:24][cH:25][cH:26]2)[c:27]2[cH:28][cH:29][cH:30][cH:31][cH:32]2)[cH:33][cH:34][cH:35][cH:36][cH:37]1>>[CH3:1][C:2]1([CH3:18])[CH2:3][C:4]([c:9]2[c:10]([N+:15](=[O:16])[O-:17])[cH:11][n:12][cH:13][cH:14]2)=[CH:5][CH:6]([N:40]2[C:39](=[O:38])[c:48]3[c:43]([cH:44][cH:45][cH:46][cH:47]3)[C:41]2=[O:42])[CH2:7]1. Starting materials: CC(C)(C)C(=O)Cl, C1CCOC1, NCc1ccc(Cl)c([N+](=O)[O-])c1, Cl. Product: CC(C)(C)C(=O)NCc1ccc(Cl)c([N+](=O)[O-])c1. Reaction SMILES: [C:1]([C:2]([CH3:3])([CH3:4])[CH3:5])(=[O:6])[Cl:7].[CH2:21]1[O:22][CH2:23][CH2:24][CH2:25]1.[Cl:9][c:10]1[c:11]([N+:18](=[O:19])[O-:20])[cH:12][c:13]([CH2:14][NH2:15])[cH:16][cH:17]1.[ClH:8]>>[C:1]([C:2]([CH3:3])([CH3:4])[CH3:5])(=[O:6])[NH:15][CH2:14][c:13]1[cH:12][c:11]([N+:18](=[O:19])[O-:20])[c:10]([Cl:9])[cH:17][cH:16]1. The reactants are Cc1ccccc1, CO, O=C(Cl)C(=O)Cl, [K+], [OH-], c1ccncc1, O=C(O)c1cnn2ccccc12. The product is O=C(Cl)c1cnn2ccccc12. As a reaction SMILES: [CH3:15][c:16]1[cH:17][cH:18][cH:19][cH:20][cH:21]1.[CH3:28][OH:29].[Cl:22][C:23]([C:24]([Cl:25])=[O:26])=[O:27].[K+:14].[OH-:13].[cH:30]1[cH:31][cH:32][n:33][cH:34][cH:35]1.[n:1]1[cH:2][c:3]([C:10](=[O:11])[OH:12])[c:4]2[n:5]1[cH:6][cH:7][cH:8][cH:9]2>>[n:1]1[cH:2][c:3]([C:10](=[O:12])[Cl:22])[c:4]2[n:5]1[cH:6][cH:7][cH:8][cH:9]2. The reactants are BrCC1CC1, NC(CS)C(=O)O, [Na+], C1COCCO1, [OH-]. RXN SMILES: [Br:8][CH2:9][CH:10]1[CH2:11][CH2:12]1.[NH2:1][CH:2]([CH2:3][SH:4])[C:5]([OH:6])=[O:7].[Na+:14].[O:15]1[CH2:16][CH2:17][O:18][CH2:19][CH2:20]1.[OH-:13]>>[NH2:1][CH:2]([CH2:3][S:4][CH2:9][CH:10]1[CH2:11][CH2:12]1)[C:5]([OH:6])=[O:7]. The product is NC(CSCC1CC1)C(=O)O.